Dataset: the Open Reaction Database (ORD), a public repository of structured organic reaction records. Task: describe an organic reaction: reactants, conditions, products, and yield Starting materials: NC(=O)NC=1NC(=CC1C(=O)N)C1=CC(=CC=C1)O (2-aminocarbonylamino-5-(3-hydroxyphenyl)pyrrole-3-carboxamide), [H-].[Na+] (sodium hydride), [Cl-].[NH4+] (ammonium chloride), FC1=CC=C(C=C1)[N+](=O)[O-] (4-fluoronitrobenzene). Solvent: CN(C=O)C (N,N-dimethylformamide), CN(C=O)C (N,N-dimethylformamide), O (water). Conditions: time 35 minute. Yields the product NC(=O)NC=1NC(=CC1C(=O)N)C1=CC(=CC=C1)OC1=CC=C(C=C1)[N+](=O)[O-] (2-Aminocarbonylamino-5-[3-(4-nitrophenyloxy)phenyl]pyrrole-3-carboxamide). Yield: 8.3%. RXN SMILES: [NH2:1][C:2]([NH:4][C:5]1[NH:6][C:7]([C:13]2[CH:18]=[CH:17][CH:16]=[C:15]([OH:19])[CH:14]=2)=[CH:8][C:9]=1[C:10]([NH2:12])=[O:11])=[O:3].[H-].[Na+].F[C:23]1[CH:28]=[CH:27][C:26]([N+:29]([O-:31])=[O:30])=[CH:25][CH:24]=1.[Cl-].[NH4+]>CN(C)C=O.O>[NH2:1][C:2]([NH:4][C:5]1[NH:6][C:7]([C:13]2[CH:18]=[CH:17][CH:16]=[C:15]([O:19][C:23]3[CH:28]=[CH:27][C:26]([N+:29]([O-:31])=[O:30])=[CH:25][CH:24]=3)[CH:14]=2)=[CH:8][C:9]=1[C:10]([NH2:12])=[O:11])=[O:3] |f:1.2,4.5|. Reported procedure: Under ice-cooling, a solution of 2-aminocarbonylamino-5-(3-hydroxyphenyl)pyrrole-3-carboxamide (Compound No. 3-2, 100 mg, 0.38 mmol) in N,N-dimethylformamide (1.5 mL) was added to a suspension of 60% sodium hydride (23 mg, 0.58 mmol) in N,N-dimethylformamide (1.5 mL) and the mixture was stirred for 35 minutes. Moreover, 4-fluoronitrobenzene (61 μL, 0.57 mmol) was added thereto and the whole was stirred overnight at 50° C. Saturated aqueous ammonium chloride solution (3 mL) and water (3 mL) were ...